From a dataset of the Open Reaction Database (ORD), a public repository of structured organic reaction records. describe an organic reaction: reactants, conditions, products, and yield Reactants: Nc1ncccc1Br, COCCOC, CCC(C)c1ccc(B(O)O)cc1, [Na+], [Na+], O=C([O-])[O-], O, c1ccc(P(c2ccccc2)(c2ccccc2)[Pd](P(c2ccccc2)(c2ccccc2)c2ccccc2)(P(c2ccccc2)(c2ccccc2)c2ccccc2)P(c2ccccc2)(c2ccccc2)c2ccccc2)cc1. Yields the product CCC(C)c1ccc(-c2cccnc2N)cc1. RXN SMILES: [Br:20][c:21]1[c:22]([NH2:27])[n:23][cH:24][cH:25][cH:26]1.[CH3:28][O:29][CH2:30][CH2:31][O:32][CH3:33].[CH3:7][CH:8]([CH2:9][CH3:10])[c:11]1[cH:12][cH:13][c:14]([B:17]([OH:18])[OH:19])[cH:15][cH:16]1.[Na+:1].[Na+:2].[O-:3][C:4](=[O:5])[O-:6].[OH2:34].[cH:35]1[cH:36][cH:37][c:38]([P:39]([Pd:40]([P:41]([c:42]2[cH:43][cH:44][cH:45][cH:46][cH:47]2)([c:48]2[cH:49][cH:50][cH:51][cH:52][cH:53]2)[c:54]2[cH:55][cH:56][cH:57][cH:58][cH:59]2)([P:60]([c:61]2[cH:62][cH:63][cH:64][cH:65][cH:66]2)([c:67]2[cH:68][cH:69][cH:70][cH:71][cH:72]2)[c:73]2[cH:74][cH:75][cH:76][cH:77][cH:78]2)[P:79]([c:80]2[cH:81][cH:82][cH:83][cH:84][cH:85]2)([c:86]2[cH:87][cH:88][cH:89][cH:90][cH:91]2)[c:92]2[cH:93][cH:94][cH:95][cH:96][cH:97]2)([c:98]2[cH:99][cH:100][cH:101][cH:102][cH:103]2)[c:104]2[cH:105][cH:106][cH:107][cH:108][cH:109]2)[cH:110][cH:111]1>>[CH3:7][CH:8]([CH2:9][CH3:10])[c:11]1[cH:12][cH:13][c:14](-[c:21]2[c:22]([NH2:27])[n:23][cH:24][cH:25][cH:26]2)[cH:15][cH:16]1. Reactants: CCOC(=O)C(Cc1ccc(Cl)c2occc12)C(=O)OCC, CS(C)=O, [Cl-], [Na+], O. The product is CCOC(=O)CCc1ccc(Cl)c2occc12. As a reaction SMILES: [CH2:1]([CH3:2])[O:3][C:4]([CH:5]([C:6]([O:7][CH2:8][CH3:9])=[O:10])[CH2:11][c:12]1[cH:13][cH:14][c:15]([Cl:21])[c:16]2[c:17]1[cH:18][cH:19][o:20]2)=[O:22].[CH3:25][S:26]([CH3:27])=[O:28].[Cl-:24].[Na+:23].[OH2:29]>>[CH2:1]([CH3:2])[O:3][C:4]([CH2:5][CH2:11][c:12]1[cH:13][cH:14][c:15]([Cl:21])[c:16]2[c:17]1[cH:18][cH:19][o:20]2)=[O:22].